describe an organic reaction: reactants, conditions, products, and yield From a dataset of the Open Reaction Database (ORD), a public repository of structured organic reaction records. Reactants: Cc1coc2cc(OCCCBr)ccc12, O=C([O-])[O-], [Cs+], [Cs+], CN(C)C=O, CCOC(=O)CC1CCc2cc(O)ccc21. The product is CCOC(=O)CC1CCc2cc(OCCCOc3ccc4c(C)coc4c3)ccc21. Reaction SMILES: [Br:1][CH2:2][CH2:3][CH2:4][O:5][c:6]1[cH:7][c:8]2[c:9]([c:10]([CH3:13])[cH:11][o:12]2)[cH:14][cH:15]1.[C:32](=[O:33])([O-:34])[O-:35].[Cs+:36].[Cs+:37].[O:38]=[CH:39][N:40]([CH3:41])[CH3:42].[OH:16][c:17]1[cH:18][c:19]2[c:23]([cH:24][cH:25]1)[CH:22]([CH2:26][C:27](=[O:28])[O:29][CH2:30][CH3:31])[CH2:21][CH2:20]2>>[CH2:2]([CH2:3][CH2:4][O:5][c:6]1[cH:7][c:8]2[c:9]([c:10]([CH3:13])[cH:11][o:12]2)[cH:14][cH:15]1)[O:16][c:17]1[cH:18][c:19]2[c:23]([cH:24][cH:25]1)[CH:22]([CH2:26][C:27](=[O:28])[O:29][CH2:30][CH3:31])[CH2:21][CH2:20]2. The reactants are [Al+3], C1CCOC1, [H-], [H-], [H-], [H-], [Li+], O=C(c1ccccn1)N1CCN2CCC1CC2. Yields the product c1ccc(CN2CCN3CCC2CC3)nc1. RXN SMILES: [Al+3:2].[CH2:24]1[O:25][CH2:26][CH2:27][CH2:28]1.[H-:1].[H-:4].[H-:5].[H-:6].[Li+:3].[N:7]12[CH2:8][CH2:9][N:10]([C:16](=[O:17])[c:18]3[n:19][cH:20][cH:21][cH:22][cH:23]3)[CH:11]([CH2:12][CH2:13]1)[CH2:14][CH2:15]2>>[N:7]12[CH2:8][CH2:9][N:10]([CH2:16][c:18]3[n:19][cH:20][cH:21][cH:22][cH:23]3)[CH:11]([CH2:12][CH2:13]1)[CH2:14][CH2:15]2. Product: NN1CCN=C1c1ccnn1-c1ccccc1. As a reaction SMILES: [C:1](=[O:2])([CH3:3])[CH:4]1[N:5]=[C:6]([c:10]2[cH:11][cH:12][n:13][n:14]2-[c:15]2[cH:16][cH:17][cH:18][cH:19][cH:20]2)[N:7]([NH2:9])[CH2:8]1.[CH3:22][OH:23].[CH:24]([OH:25])([CH3:26])[CH3:27].[ClH:21]>>[CH2:4]1[N:5]=[C:6]([c:10]2[cH:11][cH:12][n:13][n:14]2-[c:15]2[cH:16][cH:17][cH:18][cH:19][cH:20]2)[N:7]([NH2:9])[CH2:8]1. Starting materials: CC(=O)C1CN(N)C(c2ccnn2-c2ccccc2)=N1, CO, CC(C)O, Cl. Reactants: [OH-].[Na+] (sodium hydroxide), CI (methyl iodide), C(=O)(OC(C)(C)C)C(C(CNS(=O)(=O)C1=CC=C(C=C1)C)F)ON (N-(3-BOC-aminoxy-2-fluoropropyl)-4-toluenesulfonamide). The solvent is C(C)O (ethanol). The product is C(=O)(OC(C)(C)C)C(C(CN(S(=O)(=O)C1=CC=C(C=C1)C)C)F)ON (N-(3-BOC-aminoxy-2-fluoropropyl)-N-methyl-4-toluenesulfonamide). As a reaction SMILES: [C:1]([CH:8]([O:23][NH2:24])[CH:9]([F:22])[CH2:10][NH:11][S:12]([C:15]1[CH:20]=[CH:19][C:18]([CH3:21])=[CH:17][CH:16]=1)(=[O:14])=[O:13])([O:3][C:4]([CH3:7])([CH3:6])[CH3:5])=[O:2].[OH-].[Na+].[CH3:27]I>C(O)C>[C:1]([CH:8]([O:23][NH2:24])[CH:9]([F:22])[CH2:10][N:11]([CH3:27])[S:12]([C:15]1[CH:16]=[CH:17][C:18]([CH3:21])=[CH:19][CH:20]=1)(=[O:13])=[O:14])([O:3][C:4]([CH3:6])([CH3:7])[CH3:5])=[O:2] |f:1.2|. Procedure details: 0.54 g (1.5 mmol) of N-(3-BOC-aminoxy-2-fluoropropyl)-4-toluenesulfonamide are dissolved in 10 ml of ethanol and 1.5 ml of 1N sodium hydroxide solution and, after the addition of 0.21 g (1.5 mmol) of methyl iodide, maintained at 70° for 10 hours in a bomb tube. After cooling, the reaction mixture is concentrated by evaporation and the residue is taken up in ethyl acetate. The resulting solution is washed with water and dried over magnesium sulfate, yielding, after evaporation of the solvent, sta... The reactants are [H-].[Na+] (Sodium hydride), CC1=CC=C(S1)CCO (2-(5-methyl-2-thienyl)ethanol), ClCC(=O)O (chloroacetic acid). The solvent is CN(C=O)C (dimethylformamide), CN(C=O)C (dimethylformamide), CN(C=O)C (dimethylformamide). Reaction conditions: time 2 hour. Product: CC1=CC=C(S1)CCOCC(=O)O (2-[2-(5-Methyl-2-thienyl)ethoxy]acetic acid). The yield is 107.3%. RXN SMILES: [H-].[Na+].[CH3:3][C:4]1[S:8][C:7]([CH2:9][CH2:10][OH:11])=[CH:6][CH:5]=1.Cl[CH2:13][C:14]([OH:16])=[O:15]>CN(C)C=O>[CH3:3][C:4]1[S:8][C:7]([CH2:9][CH2:10][O:11][CH2:13][C:14]([OH:16])=[O:15])=[CH:6][CH:5]=1 |f:0.1|. Procedure details: Sodium hydride (0.622 g) was suspended in dry dimethylformamide (5 ml) and treated dropwise with a solution of 2-(5-methyl-2-thienyl)ethanol (1.0 g) in dry dimethylformamide (5 ml). The mixture was stirred at room temperature under nitrogen for 2 hours then a solution of chloroacetic acid (0.664 g) in dry dimethylformamide (5 ml) added. The mixture was stirred at room temperature overnight. The volatiles were removed in vacuo and the residue quenched with water and extracted with ethyl acetate. ... The reactants are solution, C([O-])(O)=O.[Na+] (sodium bicarbonate), acid, CC1=CC(=NO1)C(N)=S (5-Methyl-isoxazole-3-carbothioamide), N1=C(C=CC=C1C)C (2,6-lutidine), BrCC(C(=O)OCC)=O (ethyl bromopyruvate). Solvent: C1CCOC1 (THF), CC(=O)C (acetone). Run at temperature 55 celsius, time 18 hour. The product is CC1=CC(=NO1)C=1SC=C(N1)C(=O)OCC (ethyl 2-(5-methyl-3-isoxazolyl)-1,3-thiazole-4-carboxylate). Isolated yield 53.0%. As a reaction SMILES: [CH3:1][C:2]1[O:6][N:5]=[C:4]([C:7](=[S:9])[NH2:8])[CH:3]=1.Br[CH2:11][C:12](=O)[C:13]([O:15][CH2:16][CH3:17])=[O:14].N1C(C)=CC=CC=1C.C(=O)(O)[O-].[Na+]>CC(C)=O.C1COCC1>[CH3:1][C:2]1[O:6][N:5]=[C:4]([C:7]2[S:9][CH:11]=[C:12]([C:13]([O:15][CH2:16][CH3:17])=[O:14])[N:8]=2)[CH:3]=1 |f:3.4|. Procedure: 5-Methyl-isoxazole-3-carbothioamide (1.0 g, 7.0 mmol) was dissolved in acetone (16 mL) and treated with ethyl bromopyruvate (1 mL, 1 equivalent) and 3.9 g of powdered 3 A molecular sieves. The reaction was stirred at 55° C. under a nitrogen atmosphere for 18 h. The mixture was filtered and evaporated to give 1.06 g of crude material. This material was dissolved in THF (25 mL), cooled to 0° C., and treated with 2,6-lutidine (1.5 mL, 3 equivalents). Trifluoroactetic acid (0.9 mL, 1.5 equivalents) ... Reactants: O1[C@H]2[C@@H]1C[C@@H]1CC[C@H]3[C@@H]4CCC([C@@]4(C)CC([C@@H]3[C@]1(C2)C)=O)=O (2α,3α-epoxy-5α-androstane-11,17-dione), C(C)O (ethanol), C(=O)(O)[O-].[Na+] (NaHCO3). Reagents/catalysts: OS(=O)(=O)O (H2SO4). Product: C(C)O[C@@H]1[C@H](C[C@@H]2CC[C@H]3[C@@H]4CCC([C@@]4(C)CC([C@@H]3[C@]2(C1)C)=O)=O)O (2β-Ethoxy-3α-hydroxy-5α-androstane-11,17-dione). RXN SMILES: [O:1]1[C@H:3]2[CH2:4][C@H:5]3[C@:18]([CH3:20])([CH2:19][C@@H:2]12)[C@@H:17]1[C@H:8]([C@H:9]2[C@@:13]([CH2:15][C:16]1=[O:21])([CH3:14])[C:12](=[O:22])[CH2:11][CH2:10]2)[CH2:7][CH2:6]3.C([O-])(O)=O.[Na+].[CH2:28]([OH:30])[CH3:29]>OS(O)(=O)=O>[CH2:28]([O:30][C@H:2]1[CH2:19][C@@:18]2([CH3:20])[C@@H:5]([CH2:6][CH2:7][C@@H:8]3[C@@H:17]2[C:16](=[O:21])[CH2:15][C@@:13]2([CH3:14])[C@H:9]3[CH2:10][CH2:11][C:12]2=[O:22])[CH2:4][C@@H:3]1[OH:1])[CH3:29] |f:1.2|. Procedure: A solution of 2α,3α-epoxy-5α-androstane-11,17-dione (5.0 g) in absolute ethanol (250 ml) was treated with eight drops of fuming H2SO4 at room temperature. After 45 minutes the reaction mixture was treated with aqueous NaHCO3 and evaporated to low volume. Water was added to the mixture which was then refrigerated overnight. The precipitate was collected by filtration, washed with water and dried. Recrystallisation from water-ethanol afforded the title compound (2.1 g), m.p. 164°-167°, [α]D +114°. The reactants are OO (hydrogen peroxide), CC(CSC1=CC=CC=C1)(C(C)=O)C (2,2-dimethyl-1-phenylmercapto-butan-3-one), C(C)(=O)O (acetic acid), O (water). Conditions: temperature 50 celsius, time 8 hour. Product: CC(CS(=O)(=O)C1=CC=CC=C1)(C(C)=O)C (2,2-dimethyl-1-phenylsulphonyl-butan-3-one). Isolated yield 84.2%. RXN SMILES: [CH3:1][C:2]([CH3:14])([C:11](=[O:13])[CH3:12])[CH2:3][S:4][C:5]1[CH:10]=[CH:9][CH:8]=[CH:7][CH:6]=1.OO.[OH2:17].C(O)(=[O:20])C>>[CH3:1][C:2]([CH3:14])([C:11](=[O:13])[CH3:12])[CH2:3][S:4]([C:5]1[CH:10]=[CH:9][CH:8]=[CH:7][CH:6]=1)(=[O:20])=[O:17]. Procedure details: 40.6 g (0.2 mole) of 2,2-dimethyl-1-phenylmercapto-butan-3-one (Example 4) were dissolved in 300 ml of glacial acetic acid, and 30.4 g (0.89 mole) of hydrogen peroxide were added. The reaction mixture was stirred at 50° C. for 8 hours. It was then poured into 250 ml of water and extracted with ether. The ether phase was washed with sodium bicarbonate solution, and with water, until neutral, and dried over sodium sulphate and concentrated. 40.4 g (84.2% of theory) of 2,2-dimethyl-1-phenylsulphony... Starting materials: [BH4-], CCCCCCCCCCCCCCCCC12CCC3=C(CCc4cc(OC)ccc43)C1CCC2=O, CC(=O)O, CCO, [Na+]. Yields the product CCCCCCCCCCCCCCCCC12CCC3=C(CCc4cc(OC)ccc43)C1CCC2O. RXN SMILES: [BH4-:37].[CH2:1]([CH2:2][CH2:3][CH2:4][CH2:5][CH2:6][CH2:7][CH2:8][CH2:9][CH2:10][CH2:11][CH2:12][CH2:13][CH2:14][CH2:15][CH3:16])[C:17]12[C:18](=[O:36])[CH2:19][CH2:20][CH:21]1[C:22]1=[C:23]([CH2:24][CH2:25]2)[c:26]2[cH:27][cH:28][c:29]([O:34][CH3:35])[cH:30][c:31]2[CH2:32][CH2:33]1.[CH3:39][C:40](=[O:41])[OH:42].[CH3:43][CH2:44][OH:45].[Na+:38]>>[CH2:1]([CH2:2][CH2:3][CH2:4][CH2:5][CH2:6][CH2:7][CH2:8][CH2:9][CH2:10][CH2:11][CH2:12][CH2:13][CH2:14][CH2:15][CH3:16])[C:17]12[CH:18]([OH:36])[CH2:19][CH2:20][CH:21]1[C:22]1=[C:23]([CH2:24][CH2:25]2)[c:26]2[cH:27][cH:28][c:29]([O:34][CH3:35])[cH:30][c:31]2[CH2:32][CH2:33]1.